Dataset: the Open Reaction Database (ORD), a public repository of structured organic reaction records. Task: describe an organic reaction: reactants, conditions, products, and yield The solvent is ClCCl (dichloromethane), ClCCl (dichloromethane), O1CCCC1 (tetrahydrofuran). Procedure details: A solution of tert-butyl 4-(6-(4-aminophenyl)-4-(8-oxa-3-azabicyclo[3.2.1]octan-3-yl)-1H-pyrazolo[3,4-d]pyrimidin-1-yl)piperidine-1-carboxylate (130 mg, 0.26 mmol) in dichloromethane (5 mL) was treated with triphosgene (37 mg, 0.12 mmol) as a solution in dichloromethane (2 mL). After the passage of five minutes, the appropriate nucleophile—in this case, 2.0 M methylamine solution in tetrahydrofuran (2 mL)—was added to the resulting isocyanate mixture. After 30 minutes of stirring at room tempera... Reaction conditions: time 30 minute. RXN SMILES: [NH2:1][C:2]1[CH:7]=[CH:6][C:5]([C:8]2[N:13]=[C:12]3[N:14]([CH:17]4[CH2:22][CH2:21][N:20]([C:23]([O:25][C:26]([CH3:29])([CH3:28])[CH3:27])=[O:24])[CH2:19][CH2:18]4)[N:15]=[CH:16][C:11]3=[C:10]([N:30]3[CH2:36][CH:35]4[O:37][CH:32]([CH2:33][CH2:34]4)[CH2:31]3)[N:9]=2)=[CH:4][CH:3]=1.ClC(Cl)(O[C:42](=[O:48])OC(Cl)(Cl)Cl)Cl.CN.[N-:52]=[C:53]=O>ClCCl.O1CCCC1>[CH3:53][NH:52][C:42]([NH:1][C:2]1[CH:3]=[CH:4][C:5]([C:8]2[N:13]=[C:12]3[N:14]([CH:17]4[CH2:18][CH2:19][N:20]([C:23]([O:25][C:26]([CH3:29])([CH3:27])[CH3:28])=[O:24])[CH2:21][CH2:22]4)[N:15]=[CH:16][C:11]3=[C:10]([N:30]3[CH2:31][CH:32]4[O:37][CH:35]([CH2:34][CH2:33]4)[CH2:36]3)[N:9]=2)=[CH:6][CH:7]=1)=[O:48]. Reactants: NC1=CC=C(C=C1)C1=NC(=C2C(=N1)N(N=C2)C2CCN(CC2)C(=O)OC(C)(C)C)N2CC1CCC(C2)O1 (tert-butyl 4-(6-(4-aminophenyl)-4-(8-oxa-3-azabicyclo[3.2.1]octan-3-yl)-1H-pyrazolo[3,4-d]pyrimidin-1-yl)piperidine-1-carboxylate), ClC(Cl)(OC(OC(Cl)(Cl)Cl)=O)Cl (triphosgene), CN (methylamine), [N-]=C=O (isocyanate). Product: CNC(=O)NC1=CC=C(C=C1)C1=NC(=C2C(=N1)N(N=C2)C2CCN(CC2)C(=O)OC(C)(C)C)N2CC1CCC(C2)O1 (tert-butyl 4-[6-{4-[(methylcarbamoyl)amino]phenyl}-4-(8-oxa-3-azabicyclo[3.2.1]oct-3-yl)-1H-pyrazolo[3,4-d]pyrimidin-1-yl]piperidine-1-carboxylate). Starting materials: N(=NC(=O)OCC)C(=O)OCC (diethyl azodicarboxylate), C1(=CC=CC=C1)C1OCC(O1)CCCCO (4-[(2-Phenyl)-1,3-dioxolan-4-yl]-1-butanol), C1(=CC=CC=C1)P(C1=CC=CC=C1)C1=CC=CC=C1 (triphenylphosphine), C1(C=2C(C(N1)=O)=CC=CC2)=O (phthalimide). Run in C1CCOC1 (THF), C1CCOC1 (THF). Reaction conditions: time 8 hour. The product is C1(=CC=CC=C1)C1OCC(O1)CCCCN1C(C=2C(C1=O)=CC=CC2)=O (2-Phenyl-4-(4-phtalimidobut-1-yl)-1,3-dioxolane). Isolated yield 92.3%. RXN SMILES: N(C(OCC)=O)=NC(OCC)=O.[C:13]1([CH:19]2[O:23][CH:22]([CH2:24][CH2:25][CH2:26][CH2:27]O)[CH2:21][O:20]2)[CH:18]=[CH:17][CH:16]=[CH:15][CH:14]=1.C1(P(C2C=CC=CC=2)C2C=CC=CC=2)C=CC=CC=1.[C:48]1(=[O:58])[NH:52][C:51](=[O:53])[C:50]2=[CH:54][CH:55]=[CH:56][CH:57]=[C:49]12>C1COCC1>[C:13]1([CH:19]2[O:23][CH:22]([CH2:24][CH2:25][CH2:26][CH2:27][N:52]3[C:51](=[O:53])[C:50]4=[CH:54][CH:55]=[CH:56][CH:57]=[C:49]4[C:48]3=[O:58])[CH2:21][O:20]2)[CH:14]=[CH:15][CH:16]=[CH:17][CH:18]=1. Procedure: A solution of diethyl azodicarboxylate (8.6 g, 49.4 mmol) in 40 mL of THF was slowly added to a cold (ice bath) solution of 17 (10.0 g, 45.0 mmol), triphenylphosphine (13.0 g, 49.5 mmol) and phthalimide (7.3 g, 49.7 mmol) in 60 mL of THF. After being kept at ambient temperature overnight, the solution was concentrated and the residue was triturated with ether (˜150 mL) to precipitate triphenylphosphine oxide which was then removed by filtration. The filtrate was concentrated to give an oily resi... Reaction SMILES: [C:1]([O:2][CH3:3])(=[O:4])[CH:5]1[C:6](=[O:20])[CH2:7][CH2:8][C:9]([C:11]#[N:12])([c:13]2[c:14]([Cl:19])[cH:15][cH:16][cH:17][cH:18]2)[CH2:10]1.[C:21]([CH:22]1[CH2:23][C:24]([c:25]2[cH:26][cH:27][c:28]([Cl:29])[cH:30][cH:31]2)([C:32]#[N:33])[CH2:34][CH2:35][C:36]1=[O:37])([O:38][CH3:39])=[O:40].[CH3:46][C:47](=[O:48])[OH:49].[S:41](=[O:42])(=[O:43])([OH:44])[OH:45]>>[CH2:5]1[C:6](=[O:20])[CH2:7][CH2:8][C:9]([C:11]#[N:12])([c:13]2[c:14]([Cl:19])[cH:15][cH:16][cH:17][cH:18]2)[CH2:10]1. Product: N#CC1(c2ccccc2Cl)CCC(=O)CC1. Starting materials: COC(=O)C1CC(C#N)(c2ccccc2Cl)CCC1=O, COC(=O)C1CC(C#N)(c2ccc(Cl)cc2)CCC1=O, CC(=O)O, O=S(=O)(O)O. Starting materials: C(CCCCCCCCCCCCCCCC)N (heptadecylamine), C1(CCCCC1)N=C=NC1CCCCC1 (dicyclohexylcarbodiimide), N(C)(CC(=O)O)C(=O)OC(C)(C)C (BocSar), C1(CCCCC1)N=C=NC1CCCCC1 (DCCI). The solvent is C(Cl)(Cl)Cl (chloroform). Yields the product C(=O)(NC1CCCCC1)NC1CCCCC1 (dicyclohexylurea). Reaction SMILES: C(N)CCCCCCCCCCCCCCCC.[CH:19]1([N:25]=[C:26]=[N:27][CH:28]2[CH2:33][CH2:32][CH2:31][CH2:30][CH2:29]2)[CH2:24][CH2:23][CH2:22][CH2:21][CH2:20]1.N(C(OC(C)(C)C)=O)(CC(O)=[O:38])C>C(Cl)(Cl)Cl>[C:26]([NH:25][CH:19]1[CH2:20][CH2:21][CH2:22][CH2:23][CH2:24]1)([NH:27][CH:28]1[CH2:33][CH2:32][CH2:31][CH2:30][CH2:29]1)=[O:38]. Reported procedure: C17BocSar1 : the product C17BocSar1 is obtained by coupling heptadecylamine with BocSar1 in the presence of dicyclohexylcarbodiimide (DCCI). 3.78 g (0.02 mole) of BocSar and 2.06 g (0.01 mole) of DCCI are mixed cold (at 0° C.) in 100 ml of chloroform. A copious precipitate of dicyclohexylurea (DCU) is formed. The mixture is left for 30 minutes at 0° C., with agitation, and 2.55 g (0.01 mole) of heptadecylamine are added. The reaction is left to proceed for 20 hours. The precipitate is filtered o... Reactants: C(C)(=O)O (acetic acid), [N+](=O)([O-])C1=CC=C2CCNC2=C1 (6-nitroindoline), [OH-].[Na+] (sodium hydroxide), N#CBr (cyanogen bromide). The solvent is C(C)O (ethanol), O (water). Run at temperature 4 celsius, time 21 hour. Yields the product C(#N)N1CCC2=CC=C(C=C12)[N+](=O)[O-] (1-Cyano-6-nitroindoline). Yield: 83.9%. RXN SMILES: [N+:1]([C:4]1[CH:12]=[C:11]2[C:7]([CH2:8][CH2:9][NH:10]2)=[CH:6][CH:5]=1)([O-:3])=[O:2].C(O)(=O)C.[N:17]#[C:18]Br.[OH-].[Na+]>C(O)C.O>[C:18]([N:10]1[C:11]2[C:7](=[CH:6][CH:5]=[C:4]([N+:1]([O-:3])=[O:2])[CH:12]=2)[CH2:8][CH2:9]1)#[N:17] |f:3.4|. Procedure details: To a cooled (4° C.) and stirred solution of 6-nitroindoline (3.04 g) in a mixture of glacial acetic acid (22 ml), water (11 ml) and absolute ethanol (23 ml) was added solid cyanogen bromide (2.93 g) followed by 1N aqueous sodium hydroxide solution (25 ml) over 3 minutes. The mixture was then allowed to warm to room temperature, stirred for a further 21 hours and the solid formed was collected by filtration, washed with water and dried over phosphorous pentoxide to give the title compound (2.94 g... The reactants are NC1=C(C(=O)OC)C=C(C=C1)C(=O)C1=C(C(=C2C=CC=CN12)Br)C (methyl 2-amino-5-[(1-bromo-2-methylindolizin-3-yl)carbonyl]benzoate), C(C)(C)(C)OC(COC1=CC(=CC=C1)B1OC(C(O1)(C)C)(C)C)=O (tert-butyl[3-(4,4,5,5-tetramethyl-1,3,2-dioxaborolan-2-yl)phenoxy]acetate), P(=O)([O-])([O-])[O-].[K+].[K+].[K+] (potassium phosphate). The reagents and catalysts are C1=CC=C(C=C1)P([C-]2C=CC=C2)C3=CC=CC=C3.C1=CC=C(C=C1)P([C-]2C=CC=C2)C3=CC=CC=C3.Cl[Pd]Cl.[Fe+2] (PdCl2(dppf)), C1=CC=C(C=C1)P([C-]2C=CC=C2)C3=CC=CC=C3.C1=CC=C(C=C1)P([C-]2C=CC=C2)C3=CC=CC=C3.Cl[Pd]Cl.[Fe+2] (PdCl2(dppf)). Solvent: molar solution, COCCOC (1,2-dimethoxyethane). Run at temperature 100 celsius, time 2 hour. Yields the product NC1=C(C(=O)OC)C=C(C=C1)C(=O)C1=C(C(=C2C=CC=CN12)C1=CC(=CC=C1)OCC(=O)OC(C)(C)C)C (Methyl 2-amino-5-({1-[3-(2-tert-butoxy-2-oxoethoxy)phenyl]-2-methylindolizin-3-yl}carbonyl)benzoate). The yield is 76.9%. Reaction SMILES: [NH2:1][C:2]1[CH:11]=[CH:10][C:9]([C:12]([C:14]2[N:22]3[C:17]([CH:18]=[CH:19][CH:20]=[CH:21]3)=[C:16](Br)[C:15]=2[CH3:24])=[O:13])=[CH:8][C:3]=1[C:4]([O:6][CH3:7])=[O:5].[C:25]([O:29][C:30](=[O:48])[CH2:31][O:32][C:33]1[CH:38]=[CH:37][CH:36]=[C:35](B2OC(C)(C)C(C)(C)O2)[CH:34]=1)([CH3:28])([CH3:27])[CH3:26].P([O-])([O-])([O-])=O.[K+].[K+].[K+]>C1C=CC(P(C2C=CC=CC=2)[C-]2C=CC=C2)=CC=1.C1C=CC(P(C2C=CC=CC=2)[C-]2C=CC=C2)=CC=1.Cl[Pd]Cl.[Fe+2].COCCOC>[NH2:1][C:2]1[CH:11]=[CH:10][C:9]([C:12]([C:14]2[N:22]3[C:17]([CH:18]=[CH:19][CH:20]=[CH:21]3)=[C:16]([C:37]3[CH:36]=[CH:35][CH:34]=[C:33]([O:32][CH2:31][C:30]([O:29][C:25]([CH3:28])([CH3:27])[CH3:26])=[O:48])[CH:38]=3)[C:15]=2[CH3:24])=[O:13])=[CH:8][C:3]=1[C:4]([O:6][CH3:7])=[O:5] |f:2.3.4.5,6.7.8.9|. Procedure details: The mixture of 2.78 g (7.18 mmol) of methyl 2-amino-5-[(1-bromo-2-methylindolizin-3-yl)carbonyl]benzoate (described in Patent Application WO2005028476), 3.6 g (10.8 mmol) of tert-butyl[3-(4,4,5,5-tetramethyl-1,3,2-dioxaborolan-2-yl)phenoxy]acetate (CAS 769968-18-5; described in Patent Application WO2004084813), 0.73 g (1.0 mmol) of PdCl2(dppf) in 22 ml of a molar solution of potassium phosphate and 100 ml of 1,2-dimethoxyethane is heated at 100° C. under argon. After 2 hours and 4 hours, a furth...